From a dataset of the Open Reaction Database (ORD), a public repository of structured organic reaction records. describe an organic reaction: reactants, conditions, products, and yield Reactants: Cc1ccccc1, C[Al](C)C, [Cl-], ClCCl, [NH4+], CC(C#N)c1ccccc1. The product is CC(C(=N)N)c1ccccc1. As a reaction SMILES: [CH3:17][c:18]1[cH:19][cH:20][cH:21][cH:22][cH:23]1.[CH3:3][Al:4]([CH3:5])[CH3:6].[Cl-:1].[Cl:24][CH2:25][Cl:26].[NH4+:2].[c:7]1([CH:13]([C:14]#[N:15])[CH3:16])[cH:8][cH:9][cH:10][cH:11][cH:12]1>>[NH:2]=[C:14]([CH:13]([c:7]1[cH:8][cH:9][cH:10][cH:11][cH:12]1)[CH3:16])[NH2:15]. The reactants are NC1CCC(CC1)CC1CCC(CC1)NC1=NC(=CC(=C1)C1=CNC2=NC=C(C=C21)OC)Cl (N-{4-[(4-aminocyclohexyl)methyl]cyclohexyl}-6-chloro-4-(5-methoxy-1H-pyrrolo[2,3-b]pyridin-3-yl)pyridin-2-amine), C1(CCCCC1)=O (cyclohexanone), C(#N)[BH3-].[Na+] (sodium cyanoborohydride). The reagents and catalysts are [Cl-].[Zn+2].[Cl-] (zinc chloride). Solvent: CO (MeOH). Conditions: time 30 minute. The product is ClC1=CC(=CC(=N1)NC1CCC(CC1)CC1CCC(CC1)NC1CCCCC1)C1=CNC2=NC=C(C=C21)OC (6-chloro-N-(4-{[4-(cyclohexylamino)cyclohexyl]methyl}cyclohexyl)-4-(5-methoxy-1H-pyrrolo[2,3-b]pyridin-3-yl)pyridin-2-amine). Yield: 34.4%. RXN SMILES: [NH2:1][CH:2]1[CH2:7][CH2:6][CH:5]([CH2:8][CH:9]2[CH2:14][CH2:13][CH:12]([NH:15][C:16]3[CH:21]=[C:20]([C:22]4[C:30]5[C:25](=[N:26][CH:27]=[C:28]([O:31][CH3:32])[CH:29]=5)[NH:24][CH:23]=4)[CH:19]=[C:18]([Cl:33])[N:17]=3)[CH2:11][CH2:10]2)[CH2:4][CH2:3]1.[C:34]1(=O)[CH2:39][CH2:38][CH2:37][CH2:36][CH2:35]1.C([BH3-])#N.[Na+]>CO.[Cl-].[Zn+2].[Cl-]>[Cl:33][C:18]1[N:17]=[C:16]([NH:15][CH:12]2[CH2:11][CH2:10][CH:9]([CH2:8][CH:5]3[CH2:6][CH2:7][CH:2]([NH:1][CH:34]4[CH2:39][CH2:38][CH2:37][CH2:36][CH2:35]4)[CH2:3][CH2:4]3)[CH2:14][CH2:13]2)[CH:21]=[C:20]([C:22]2[C:30]3[C:25](=[N:26][CH:27]=[C:28]([O:31][CH3:32])[CH:29]=3)[NH:24][CH:23]=2)[CH:19]=1 |f:2.3,5.6.7|. Reported procedure: A suspension of Example 237 (80.0 mg, 0.171 mmol) in MeOH (3 mL) was treated with cyclohexanone (0.035 mL, 0.342 mmol). After 30 minutes, sodium cyanoborohydride (21.5 mg, 0.342 mmol) and zinc chloride (0.699 mg, 5.13 μmol) were added. The reaction was stirred at room temperature overnight. The mixture was concentrated. The residue was treated with sat. NaHCO3 and extracted with EtOAc (2×). The combined organic layers were dried and purified by reverse-phase HPLC as described in Example 56 to gi... Reactants: BrC1C(N(OC1)C)=O (4-bromo-2-methyl-3-isoxazolidinone), C(C)(C)(C)C=1C=C(C=O)C=C(C1O)C(C)(C)C (3,5-di-tert-butyl-4-hydroxybenzaldehyde), C(Cl)Cl (methylene chloride), Cl (hydrochloric acid). The reagents and catalysts are [Zn] (zinc), [Zn] (zinc). Solvent: C1=CC=CC=C1 (benzene). Product: C(C)(C)(C)C=1C=C(C=C(C1O)C(C)(C)C)C(C1C(N(OC1)C)=O)O (4-[(3,5-di-tert-butyl-4-hydroxyphenyl)hydroxymethyl]-2-methyl-3-isoxazolidinone). Isolated yield 57.0%. RXN SMILES: Br[CH:2]1[CH2:6][O:5][N:4]([CH3:7])[C:3]1=[O:8].[C:9]([C:13]1[CH:14]=[C:15]([CH:18]=[C:19]([C:22]([CH3:25])([CH3:24])[CH3:23])[C:20]=1[OH:21])[CH:16]=[O:17])([CH3:12])([CH3:11])[CH3:10].C(Cl)Cl.Cl>C1C=CC=CC=1.[Zn]>[C:22]([C:19]1[CH:18]=[C:15]([CH:16]([OH:17])[CH:2]2[CH2:6][O:5][N:4]([CH3:7])[C:3]2=[O:8])[CH:14]=[C:13]([C:9]([CH3:12])([CH3:11])[CH3:10])[C:20]=1[OH:21])([CH3:25])([CH3:23])[CH3:24]. Procedure details: A mixture of 6 g (33.3 mmol) of 4-bromo-2-methyl-3-isoxazolidinone, 7 g (30 mmol) of 3,5-di-tert-butyl-4-hydroxybenzaldehyde and 3.25 g (50 mmol) of zinc dust in 125 ml of benzene was refluxed with stirring. One hour later another 3 g of zinc dust was added and, after refluxing for an additional 17 hours, the reaction mixture was stirred for five minutes with 200 ml of methylene chloride and 150 ml of 0.5N hydrochloric acid. The organic layer was separated, dried over anhydrous magnesium sulfate... Reactants: N([C@H](CC1=CC=C(C=C1)OC(C)(C)C)C(=O)OC)C(=O)OCC1=CC=CC=C1 (Cbz-D-Tyr(tBu)-OMe), Cl (hydrogen chloride). The reagents and catalysts are [Pd] (palladium on charcoal). The solvent is CO (methanol). Reaction conditions: time 2 hour. Product: N[C@H](CC1=CC=C(C=C1)OC(C)(C)C)C(=O)OC.Cl (H—D-Tyr(tBu)-OMe.HCl). RXN SMILES: [NH:1](C(OCC1C=CC=CC=1)=O)[C@@H:2]([C:15]([O:17][CH3:18])=[O:16])[CH2:3][C:4]1[CH:9]=[CH:8][C:7]([O:10][C:11]([CH3:14])([CH3:13])[CH3:12])=[CH:6][CH:5]=1.[ClH:29]>[Pd].CO>[NH2:1][C@@H:2]([C:15]([O:17][CH3:18])=[O:16])[CH2:3][C:4]1[CH:5]=[CH:6][C:7]([O:10][C:11]([CH3:14])([CH3:12])[CH3:13])=[CH:8][CH:9]=1.[ClH:29] |f:4.5|. Procedure details: 10% palladium on charcoal (1.2 g) was added to a solution of Cbz-D-Tyr(tBu)-OMe (10.2 g) in methanol (100 ml) and 4N hydrogen chloride (5 ml). The mixture was hydrogenated at atmospheric pressure at room temperature for 2 hours. The palladium catalyst was removed by filtration. The filtrate was concentrated to a small volume followed by cystallisation from diethyl ether. Yield: 5.87 g. TLC: Rf=0.10, heptane/ethyl acetate 1/1. Reactants: CC(C)(C)S(=O)NC(Cc1cc(F)cc(Cl)c1)C(CO)O[Si](C)(C)C(C)(C)C, O=C([O-])O, CCOCC, ClCCl, [Na+], [Na+], [Na+], O=S([O-])([O-])=S. Yields the product CC(C)(C)S(=O)NC(Cc1cc(F)cc(Cl)c1)C(C=O)O[Si](C)(C)C(C)(C)C. As a reaction SMILES: [C:1]([CH3:2])([CH3:3])([CH3:4])[Si:5]([O:6][CH:7]([CH:8]([CH2:9][c:10]1[cH:11][c:12]([Cl:17])[cH:13][c:14]([F:16])[cH:15]1)[NH:18][S:19](=[O:20])[C:21]([CH3:22])([CH3:23])[CH3:24])[CH2:25][OH:26])([CH3:27])[CH3:28].[C:32](=[O:33])([OH:34])[O-:35].[CH3:44][CH2:45][O:46][CH2:47][CH3:48].[Cl:29][CH2:30][Cl:31].[Na+:36].[Na+:42].[Na+:43].[S:37]([O-:38])([O-:39])(=[O:40])=[S:41]>>[C:1]([CH3:2])([CH3:3])([CH3:4])[Si:5]([O:6][CH:7]([CH:8]([CH2:9][c:10]1[cH:11][c:12]([Cl:17])[cH:13][c:14]([F:16])[cH:15]1)[NH:18][S:19](=[O:20])[C:21]([CH3:22])([CH3:23])[CH3:24])[CH:25]=[O:26])([CH3:27])[CH3:28]. The reactants are C1CCNC1, CCO, Cc1cccc(C=O)n1, O=[Pt]. Yields the product Cc1cccc(CN2CCCC2)n1. Reaction SMILES: [CH2:10]1[CH2:11][CH2:12][NH:13][CH2:14]1.[CH3:15][CH2:16][OH:17].[CH3:1][c:2]1[cH:3][cH:4][cH:5][c:6]([CH:8]=[O:9])[n:7]1.[Pt:18]=[O:19]>>[CH3:1][c:2]1[cH:3][cH:4][cH:5][c:6]([CH2:8][N:13]2[CH2:12][CH2:11][CH2:10][CH2:14]2)[n:7]1. Reactants: NC[C@H]1C[C@H](CC1)C(=O)O (cis-3-aminomethylcyclopentancarboxylic acid), C(C)(=O)OC(C)=O (acetic anhydride). Solvent: N1=CC=CC=C1 (pyridine). Conditions: temperature 70 celsius, time 2 hour. Yields the product CC(=O)NC[C@H]1C[C@H](CC1)C(=O)O (cis-3-[(methylcarbonylamino)methyl]cyclopentancarboxylic acid). The yield is 97.0%. RXN SMILES: [NH2:1][CH2:2][C@@H:3]1[CH2:7][CH2:6][C@H:5]([C:8]([OH:10])=[O:9])[CH2:4]1.[C:11](OC(=O)C)(=[O:13])[CH3:12]>N1C=CC=CC=1>[CH3:12][C:11]([NH:1][CH2:2][C@@H:3]1[CH2:7][CH2:6][C@H:5]([C:8]([OH:10])=[O:9])[CH2:4]1)=[O:13]. Reported procedure: To a mixture of cis-3-aminomethylcyclopentancarboxylic acid (0.2 g, 1.4 mmol) in pyridine (about 5 mL) was added acetic anhydride (about 1 mL) and the mixture stirred at about 70° C. for about 2 h. The solvent was removed under reduced pressure, water was added several times and evaporated in vacuo. A light, viscous oil was obtained and dried in vacuo over acetone reflux to give 0.25 g (97%) of cis-3-[(methylcarbonylamino)methyl]cyclopentancarboxylic acid.